Dataset: the Open Reaction Database (ORD), a public repository of structured organic reaction records. Task: describe an organic reaction: reactants, conditions, products, and yield Reactants: COC(=O)C1(CNC(=O)OC(C)(C)C)CC12CCCC2, CO, O. Product: CC(C)(C)OC(=O)NCC1(C(=O)O)CC12CCCC2. RXN SMILES: [CH3:1][O:2][C:3](=[O:4])[C:5]1([CH2:12][NH:13][C:14](=[O:15])[O:16][C:17]([CH3:18])([CH3:19])[CH3:20])[CH2:6][C:7]12[CH2:8][CH2:9][CH2:10][CH2:11]2.[CH3:22][OH:23].[OH2:21]>>[O:2]=[C:3]([OH:4])[C:5]1([CH2:12][NH:13][C:14](=[O:15])[O:16][C:17]([CH3:18])([CH3:19])[CH3:20])[CH2:6][C:7]12[CH2:8][CH2:9][CH2:10][CH2:11]2. The reactants are CCOC(OCC)c1cc(CC)c(C(=O)OC)s1, O=CO, C1COCCO1. The product is CCc1cc(C=O)sc1C(=O)OC. RXN SMILES: [CH3:1][O:2][C:3](=[O:4])[c:5]1[s:6][c:7]([CH:12]([O:13][CH2:17][CH3:18])[O:14][CH2:15][CH3:16])[cH:8][c:9]1[CH2:10][CH3:11].[CH:19]([OH:20])=[O:21].[O:22]1[CH2:23][CH2:24][O:25][CH2:26][CH2:27]1>>[CH3:1][O:2][C:3](=[O:4])[c:5]1[s:6][c:7]([CH:12]=[O:13])[cH:8][c:9]1[CH2:10][CH3:11]. Starting materials: step-ii, FC=1C=C(CN2N=CC(=C2)B2OC(C(O2)(C)C)(C)C)C=CC1 (1-(3-fluorobenzyl)-4-(4,4,5,5-tetramethyl-1,3,2-dioxaborolan-2-yl)-1H-pyrazole), FC=1C=C(CN2N=CC(=C2)B2OC(C(O2)(C)C)(C)C)C=CC1 (1-(3-fluorobenzyl)-4-(4,4,5,5-tetramethyl-1,3,2-dioxaborolan-2-yl)-1H-pyrazole), C(C)(C)(C)OC(=O)N1CCN(CC1)C1=C(C=C(C=C1)C=1C=C2C(=NC1)N(C=C2I)C(=O)OC(C)(C)C)NS(=O)(=O)C (tert-butyl 5-(4-(4-(tert-butoxycarbonyl)piperazin-1-yl)-3-(methylsulfonamido)phenyl)-3-iodo-1H-pyrrolo[2,3-b]pyridine-1-carboxylate), C(C)(C)(C)OC(=O)N1CCN(CC1)C1=C(C=C(C=C1)C=1C=C2C(=NC1)N(C=C2I)C(=O)OC(C)(C)C)NS(=O)(=O)C (tert-butyl 5-(4-(4-(tert-butoxycarbonyl)piperazin-1-yl)-3-(methylsulfonamido)phenyl)-3-iodo-1H-pyrrolo[2,3-b]pyridine-1-carboxylate), C([O-])([O-])=O.[Na+].[Na+] (sodium carbonate). Reagents/catalysts: Cl[Pd]([P](C1=CC=CC=C1)(C2=CC=CC=C2)C3=CC=CC=C3)([P](C4=CC=CC=C4)(C5=CC=CC=C5)C6=CC=CC=C6)Cl (Pd(PPh3)2Cl2). The solvent is C1(=CC=CC=C1)C.C(C)O.O (toluene ethanol water). Product: C(C)(C)(C)OC(=O)N1CCN(CC1)C1=C(C=C(C=C1)C=1C=C2C(=NC1)N(C=C2C=2C=NN(C2)CC2=CC(=CC=C2)F)C(=O)OC(C)(C)C)NS(=O)(=O)C (tert-butyl 5-(4-(4-(tert-butoxycarbonyl)piperazin-1-yl)-3-(methylsulfonamido)phenyl)-3-(1-(3-fluorobenzyl)-1H-pyrazol-4-yl)-1H-pyrrolo[2,3-b]pyridine-1-carboxylate). Isolated yield 18.7%. As a reaction SMILES: [C:1]([O:5][C:6]([N:8]1[CH2:13][CH2:12][N:11]([C:14]2[CH:19]=[CH:18][C:17]([C:20]3[CH:21]=[C:22]4[C:28](I)=[CH:27][N:26]([C:30]([O:32][C:33]([CH3:36])([CH3:35])[CH3:34])=[O:31])[C:23]4=[N:24][CH:25]=3)=[CH:16][C:15]=2[NH:37][S:38]([CH3:41])(=[O:40])=[O:39])[CH2:10][CH2:9]1)=[O:7])([CH3:4])([CH3:3])[CH3:2].[F:42][C:43]1[CH:44]=[C:45]([CH:61]=[CH:62][CH:63]=1)[CH2:46][N:47]1[CH:51]=[C:50](B2OC(C)(C)C(C)(C)O2)[CH:49]=[N:48]1.C(=O)([O-])[O-].[Na+].[Na+]>C1(C)C=CC=CC=1.C(O)C.O.Cl[Pd](Cl)([P](C1C=CC=CC=1)(C1C=CC=CC=1)C1C=CC=CC=1)[P](C1C=CC=CC=1)(C1C=CC=CC=1)C1C=CC=CC=1>[C:1]([O:5][C:6]([N:8]1[CH2:13][CH2:12][N:11]([C:14]2[CH:19]=[CH:18][C:17]([C:20]3[CH:21]=[C:22]4[C:28]([C:50]5[CH:49]=[N:48][N:47]([CH2:46][C:45]6[CH:61]=[CH:62][CH:63]=[C:43]([F:42])[CH:44]=6)[CH:51]=5)=[CH:27][N:26]([C:30]([O:32][C:33]([CH3:36])([CH3:35])[CH3:34])=[O:31])[C:23]4=[N:24][CH:25]=3)=[CH:16][C:15]=2[NH:37][S:38]([CH3:41])(=[O:40])=[O:39])[CH2:10][CH2:9]1)=[O:7])([CH3:4])([CH3:3])[CH3:2] |f:2.3.4,5.6.7,^1:83,102|. Procedure details: Using similar reaction conditions as described in step-ii of example-1, tert-butyl 5-(4-(4-(tert-butoxycarbonyl)piperazin-1-yl)-3-(methylsulfonamido)phenyl)-3-iodo-1H-pyrrolo[2,3-b]pyridine-1-carboxylate (intermediate 50) (150 mg, 0.215 mmol) was coupled with 1-(3-fluorobenzyl)-4-(4,4,5,5-tetramethyl-1,3,2-dioxaborolan-2-yl)-1H-pyrazole (intermediate 11) (78 mg, 0.258 mmol) using sodium carbonate (68 mg, 0.645 mmol) and Pd(PPh3)2Cl2 (8 mg, 0.0107 mmol) in toluene/ethanol/water (5/2.5/1 ml) to af... The reactants are [Al+3], CCOC(C)=O, [Cl-], [Cl-], [Cl-], ClCCl, O=C(Cl)c1cc([N+](=O)[O-])ccc1Cl, c1cc[nH]c1. Yields the product O=C(c1ccc[nH]1)c1cc([N+](=O)[O-])ccc1Cl. Reaction SMILES: [Al+3:2].[CH3:26][CH2:27][O:28][C:29](=[O:30])[CH3:31].[Cl-:1].[Cl-:3].[Cl-:4].[Cl:23][CH2:24][Cl:25].[Cl:5][c:6]1[c:7]([C:8](=[O:9])[Cl:10])[cH:11][c:12]([N+:15](=[O:16])[O-:17])[cH:13][cH:14]1.[nH:18]1[cH:19][cH:20][cH:21][cH:22]1>>[Cl:5][c:6]1[c:7]([C:8](=[O:9])[c:19]2[nH:18][cH:22][cH:21][cH:20]2)[cH:11][c:12]([N+:15](=[O:16])[O-:17])[cH:13][cH:14]1. As a reaction SMILES: [Br:1][CH2:2][CH2:3][CH2:4][CH2:5][CH2:6][C:7](=[O:8])[O:9][CH2:10][C:11]([CH2:12][OH:13])=[CH2:14].[CH2:15]([CH2:16][CH2:17][CH2:18][CH2:19][CH2:20][CH2:21][CH2:22][CH2:23][CH2:24][CH2:25][CH2:26][CH3:27])[N:28]=[C:29]=[O:30].[CH2:40]([Cl:41])[Cl:42].[CH3:31][N:32]([CH3:33])[c:34]1[cH:35][cH:36][n:37][cH:38][cH:39]1>>[Br:1][CH2:2][CH2:3][CH2:4][CH2:5][CH2:6][C:7](=[O:8])[O:9][CH2:10][C:11]([CH2:12][O:13][C:29]([NH:28][CH2:15][CH2:16][CH2:17][CH2:18][CH2:19][CH2:20][CH2:21][CH2:22][CH2:23][CH2:24][CH2:25][CH2:26][CH3:27])=[O:30])=[CH2:14]. The reactants are C=C(CO)COC(=O)CCCCCBr, CCCCCCCCCCCCCN=C=O, ClCCl, CN(C)c1ccncc1. The product is C=C(COC(=O)CCCCCBr)COC(=O)NCCCCCCCCCCCCC. The reactants are CCOC(=O)N1CCN(C(=O)C(CC2COC(C)(C)O2)NC(=O)c2cc(OCC(=O)N3CCCC3C(=O)NC3CCC3)n(-c3ccccc3)n2)CC1, CO, Cc1ccc(S(=O)(=O)[O-])cc1, c1cc[nH+]cc1. The product is CCOC(=O)N1CCN(C(=O)C(CC(O)CO)NC(=O)c2cc(OCC(=O)N3CCCC3C(=O)NC3CCC3)n(-c3ccccc3)n2)CC1. As a reaction SMILES: [CH2:1]([CH3:2])[O:3][C:4](=[O:5])[N:6]1[CH2:7][CH2:8][N:9]([C:12]([CH:13]([CH2:14][CH:15]2[O:16][C:17]([CH3:20])([CH3:21])[O:18][CH2:19]2)[NH:22][C:23](=[O:24])[c:25]2[n:26][n:27](-[c:46]3[cH:47][cH:48][cH:49][cH:50][cH:51]3)[c:28]([O:30][CH2:31][C:32](=[O:33])[N:34]3[CH:35]([C:39]([NH:40][CH:41]4[CH2:42][CH2:43][CH2:44]4)=[O:45])[CH2:36][CH2:37][CH2:38]3)[cH:29]2)=[O:52])[CH2:10][CH2:11]1.[CH3:70][OH:71].[c:53]1([CH3:54])[cH:55][cH:56][c:57]([S:58]([O-:59])(=[O:60])=[O:61])[cH:62][cH:63]1.[nH+:64]1[cH:65][cH:66][cH:67][cH:68][cH:69]1>>[CH2:1]([CH3:2])[O:3][C:4](=[O:5])[N:6]1[CH2:7][CH2:8][N:9]([C:12]([CH:13]([CH2:14][CH:15]([OH:16])[CH2:19][OH:18])[NH:22][C:23](=[O:24])[c:25]2[n:26][n:27](-[c:46]3[cH:47][cH:48][cH:49][cH:50][cH:51]3)[c:28]([O:30][CH2:31][C:32](=[O:33])[N:34]3[CH:35]([C:39]([NH:40][CH:41]4[CH2:42][CH2:43][CH2:44]4)=[O:45])[CH2:36][CH2:37][CH2:38]3)[cH:29]2)=[O:52])[CH2:10][CH2:11]1.